From a dataset of the Open Reaction Database (ORD), a public repository of structured organic reaction records. describe an organic reaction: reactants, conditions, products, and yield The reactants are C(C)(=O)OCC (ethyl acetate), COC(C1=C(C=CC=C1I)CBr)=O (2-bromomethyl-6-iodo-benzoic acid methyl ester), COC1=CC=C(C=C1)CCCN (3-(4-methoxy-phenyl)-propylamine), C(=O)([O-])[O-].[K+].[K+] (K2CO3). The solvent is C1(=CC=CC=C1)C (toluene), CCCCCC (hexane). Run at temperature 100 celsius, time 2 hour. Product: IC=1C=CC=C2CN(C(C12)=O)CCCC1=CC=C(C=C1)OC (7-iodo-2-[3-(4-methoxy-phenyl)-propyl]-2,3-dihydro-isoindol-1-one). The yield is 43.8%. RXN SMILES: CO[C:3](=[O:13])[C:4]1[C:9]([I:10])=[CH:8][CH:7]=[CH:6][C:5]=1[CH2:11]Br.[CH3:14][O:15][C:16]1[CH:21]=[CH:20][C:19]([CH2:22][CH2:23][CH2:24][NH2:25])=[CH:18][CH:17]=1.C([O-])([O-])=O.[K+].[K+].C(OCC)(=O)C>C1(C)C=CC=CC=1.CCCCCC>[I:10][C:9]1[CH:8]=[CH:7][CH:6]=[C:5]2[C:4]=1[C:3](=[O:13])[N:25]([CH2:24][CH2:23][CH2:22][C:19]1[CH:18]=[CH:17][C:16]([O:15][CH3:14])=[CH:21][CH:20]=1)[CH2:11]2 |f:2.3.4|. Procedure: A mixture of 2-bromomethyl-6-iodo-benzoic acid methyl ester (0.245 g, 0.7 mmol), 3-(4-methoxy-phenyl)-propylamine (0.132 g, 0.8 mmol), and K2CO3 (0.207 g, 1.5 mmol) in toluene (5 mL) was heated with stirring at 100° C. for 2 h. Workup and silica gel column chromatography using 30% ethyl acetate in hexane afforded 7-iodo-2-[3-(4-methoxy-phenyl)-propyl]-2,3-dihydro-isoindol-1-one (0.125 g, 44%). 1H NMR (300 MHz, CDCl3): δ (ppm) 2.01 (m, 2H), 2.63 (t, 2H), 3.64 (t, 2H), 3.79 (s, 3H), 4.24 (s, 2H), ... Starting materials: CCN1CCOCC1, ClCCl, CCC, O=C(O)c1ccccc1, O=[PH](O)O, NCCc1ccccc1. The product is O=C(NCCc1ccccc1)c1ccccc1. Reaction SMILES: [CH2:26]([N:27]1[CH2:28][CH2:29][O:30][CH2:31][CH2:32]1)[CH3:33].[CH2:34]([Cl:35])[Cl:36].[CH3:5][CH2:6][CH3:7].[OH:17][C:18](=[O:19])[c:20]1[cH:21][cH:22][cH:23][cH:24][cH:25]1.[PH:1]([OH:2])([OH:3])=[O:4].[c:8]1([CH2:14][CH2:15][NH2:16])[cH:9][cH:10][cH:11][cH:12][cH:13]1>>[c:8]1([CH2:14][CH2:15][NH:16][C:18](=[O:17])[c:20]2[cH:21][cH:22][cH:23][cH:24][cH:25]2)[cH:9][cH:10][cH:11][cH:12][cH:13]1. Reactants: CC(=O)O[C@@H]1C[C@]2([C@@H](CC[C@@H]2O)C3=C1[C@@]4(C=5C(=COC5C3=O)C(=O)O[C@@H]4COC)C)C (17-hydroxywortmannin), CN(CCNC)C (N,N,N′-trimethylethylenediamine). Run in C(Cl)Cl (CH2Cl2). Reaction conditions: time 12 hour. Yields the product CN(CCN(C)C=C1C(OC(C2(C=3C(CC4(C(CCC4C3C(C(=C12)O)=O)O)C)OC(C)=O)C)COC)=O)C (Acetic acid 4-{[(2-dimethylamino-ethyl)-methyl-amino]-methylene}-6,17-dihydroxy-1-methoxymethyl-10,13-dimethyl-3,7-dioxo-1,3,4,7,10,11,12,13,14,15,16,17-dodecahydro-2-oxa-cyclopenta[a]phenanthren-11-yl ester). As a reaction SMILES: [CH3:1][C:2]([O:4][C@H:5]1[C:14]2[C@@:15]3([CH3:30])[C@@H:26]([CH2:27][O:28][CH3:29])[O:25][C:23](=[O:24])[C:17]4=[CH:18][O:19][C:20]([C:21](=[O:22])[C:13]=2[C@@H:8]2[CH2:9][CH2:10][C@H:11]([OH:12])[C@@:7]2([CH3:31])[CH2:6]1)=[C:16]34)=[O:3].[CH3:32][N:33]([CH3:38])[CH2:34][CH2:35][NH:36][CH3:37]>C(Cl)Cl>[CH3:32][N:33]([CH3:38])[CH2:34][CH2:35][N:36]([CH:18]=[C:17]1[C:16]2[C:15]([CH3:30])([C:14]3[CH:5]([O:4][C:2](=[O:3])[CH3:1])[CH2:6][C:7]4([CH3:31])[CH:8]([C:13]=3[C:21](=[O:22])[C:20]=2[OH:19])[CH2:9][CH2:10][CH:11]4[OH:12])[CH:26]([CH2:27][O:28][CH3:29])[O:25][C:23]1=[O:24])[CH3:37]. Procedure: To a solution of 100 mg (0.23 mmol) 17-hydroxywortmannin in 2 mL CH2Cl2 is added N,N,N′-trimethylethylenediamine (47 mg, 0.46 mmol). The reaction mixture is stirred at room temperature for 12 hours and then concentrated in vacuo. The residue is dissolved in EtOAc and precipitated with hexane. The precipitate is washed two times with hexane to give the product as a yellow solid. MS (ESI) m/z 534 (M+H). The reactants are CC(OCC)=O (EA), C1(CC1)COC1=C(C=C(C=C1)S(=O)(=O)C)C1=CN(C(C2=CC=C(C=C12)F)=O)C (4-[2-(cyclopropylmethoxy)-5-methylsulfonylphenyl]-6-fluoro-2-methylisoquinolin-1-one), C[O-].[Na+] (sodium methoxide). Solvent: CCCCCC (hexane), CN(C(C)=O)C (N,N-dimethylacetamide), CO (methanol). Reaction conditions: temperature 85 celsius. The product is C1(CC1)COC1=C(C=C(C=C1)S(=O)(=O)C)C1=CN(C(C2=CC=C(C=C12)OC)=O)C (4-(2-(cyclopropylmethoxy)-5-(methylsulfonyl)phenyl)-6-methoxy-2-methylisoquinolin-1(2H)-one). Yield: 74.0%. Reaction SMILES: [CH:1]1([CH2:4][O:5][C:6]2[CH:11]=[CH:10][C:9]([S:12]([CH3:15])(=[O:14])=[O:13])=[CH:8][C:7]=2[C:16]2[C:25]3[C:20](=[CH:21][CH:22]=[C:23](F)[CH:24]=3)[C:19](=[O:27])[N:18]([CH3:28])[CH:17]=2)[CH2:3][CH2:2]1.C[O-].[Na+].C[C:33](=O)[O:34]CC>CN(C)C(=O)C.CO.CCCCCC>[CH:1]1([CH2:4][O:5][C:6]2[CH:11]=[CH:10][C:9]([S:12]([CH3:15])(=[O:14])=[O:13])=[CH:8][C:7]=2[C:16]2[C:25]3[C:20](=[CH:21][CH:22]=[C:23]([O:34][CH3:33])[CH:24]=3)[C:19](=[O:27])[N:18]([CH3:28])[CH:17]=2)[CH2:3][CH2:2]1 |f:1.2|. Procedure details: The title compound of Example 90, step 2 (30 mg, 0.075 mmol) in N,N-dimethylacetamide was treated with excess 25% sodium methoxide in methanol and heated at 85° C. until complete. Silica gel chromatography (40-80% EA in hexane over 8 min, then isocratic) gave the title compound 23 mg, 0.056 mmol, 74%) as a white solid. 1H NMR (400 MHz, DMSO-d6) δ ppm 0.06-0.20 (m., 2H) 0.27-0.43 (m, 2H) 0.83-1.05 (m, 1H) 3.22 (s, 3H) 3.53 (s, 3H) 3.73 (s, 3H) 3.83-4.16 (m, 2H) 6.47 (s, 1H) 7.04-7.20 (m, 1H) 7.36... Reactants: O=C1C(=COC(=C1)C)OCC(=O)OCC (ethyl 2-(4-oxo-6-methyl-4H-pyran-3-yloxy)acetate), N (ammonia). Conditions: temperature 120 celsius. The product is O.O.O=C1C(=CNC(=C1)C)OCC(=O)O (2-(4-oxo-6-methyl-1,4-dihydropyridin-3-yloxy)acetic acid dihydrate). As a reaction SMILES: [O:1]=[C:2]1[CH:7]=[C:6]([CH3:8])O[CH:4]=[C:3]1[O:9][CH2:10][C:11]([O:13]CC)=[O:12].[NH3:16]>>[OH2:1].[OH2:1].[O:1]=[C:2]1[CH:7]=[C:6]([CH3:8])[NH:16][CH:4]=[C:3]1[O:9][CH2:10][C:11]([OH:13])=[O:12] |f:2.3.4|. Reported procedure: A mixture of ethyl 2-(4-oxo-6-methyl-4H-pyran-3-yloxy)acetate (6.36 g) and conc. ammonia (30 ml) was heated at 120° C. for 10 hours. The reaction mixture was concentrated, and water (50 ml) was added to the residue. The resultant aqueous mixture was adjusted to pH 2 to 3 with 10% hydrochloric acid. The resulting precipitates were collected by filtration and washed with wate to give crystals (4.5 g) of 2-(4-oxo-6-methyl-1,4-dihydropyridin-3-yloxy)acetic acid dihydrate, mp 235° to 236° C. (dec.). The yield is 26.3%. Procedure details: To 17 (50 mg, 0.113 mmol) in EtOH (2.5 mL) was added 10% aq. NaOH (1.3 mL) and the reaction mixture was stirred at room temperature for 2 h then at 85° C. for 10 rain. It was cooled and poured onto water (3 mL) and extracted with ethyl acetate (4×5 mL). The combined organic extracts were dried (MgSO4) and concentrated. The residue was purified by preparative LCMS (column LUNA 10μ C18(2) 00G-4253-V0 250×50 mm) using water—acetonitrile (0.1% AcOH) as eluent (in gradient; flow 80 mL/min) to give pr... The reactants are C1(=CC=CC=C1)S(=O)(=O)N1C=C(C=2C1=NC=C(C2)C2=CC=C(C=C2)N(C)C)C=2N=CNC2 ({4-[1-Benzenesulfonyl-3-(1H-imidazol-4-yl)-1H-pyrrolo[2,3-b]pyridin-5-yl]-phenyl}-dimethyl-amine), [OH-].[Na+] (NaOH). RXN SMILES: C1(S([N:10]2[C:14]3=[N:15][CH:16]=[C:17]([C:19]4[CH:24]=[CH:23][C:22]([N:25]([CH3:27])[CH3:26])=[CH:21][CH:20]=4)[CH:18]=[C:13]3[C:12]([C:28]3[N:29]=[CH:30][NH:31][CH:32]=3)=[CH:11]2)(=O)=O)C=CC=CC=1.[OH-].[Na+]>CCO>[NH:31]1[CH:32]=[C:28]([C:12]2[C:13]3[C:14](=[N:15][CH:16]=[C:17]([C:19]4[CH:20]=[CH:21][C:22]([N:25]([CH3:27])[CH3:26])=[CH:23][CH:24]=4)[CH:18]=3)[NH:10][CH:11]=2)[N:29]=[CH:30]1 |f:1.2|. The solvent is CCO (EtOH). Yields the product N1C=NC(=C1)C1=CNC2=NC=C(C=C21)C2=CC=C(C=C2)N(C)C ({4-[3-(1H-Imidazol-4-yl)-1H-pyrrolo[2,3-b]pyridin-5-yl]-phenyl}-dimethyl-amine). Conditions: time 2 hour. Reactants: C1(=CC=CC=C1)S(=O)(=O)CC1=CC=C(C(=C1C(=O)O)OCCNC(=O)OC(C)(C)C)C1=COC=C1 (6-(benzenesulphonylmethyl)-2-[2-(t-butoxycarbonyl)aminoethoxy]-3-(furan-3-yl)benzoic acid), C(C)(C)(C)OC(=O)NCCOC1=C(C(=O)OC)C(=CC=C1C1=COC=C1)CS(=O)(=O)C1=C(C=CC=C1)OC (methyl 2-[2-(t-butoxycarbonyl)aminoethoxy]-3-(furan-3-yl)-6-(2-methoxybenzenesulphonylmethyl)benzoate), C(C)(C)(C)OC(=O)NCCOC1=C(C(=O)OC)C(=CC=C1C1=COC=C1)CS(=O)(=O)C1=C(C=CC=C1)OC (methyl 2-[2-(t-butoxycarbonyl)aminoethoxy]-3-(furan-3-yl)-6-(2-methoxybenzenesulphonylmethyl)benzoate). Yields the product C(C)(C)(C)OC(=O)NCCOC1=C(C(=O)O)C(=CC=C1C1=COC=C1)CS(=O)(=O)C1=C(C=CC=C1)OC (2-[2-(t-butoxycarbonyl)aminoethoxy]-3-(furan-3-yl)-6-(2-methoxybenzenesulphonylmethyl)benzoic acid). As a reaction SMILES: C1(S(CC2C(C(O)=O)=C(OCCNC(OC(C)(C)C)=O)C(C3C=COC=3)=CC=2)(=O)=O)C=CC=CC=1.[C:36]([O:40][C:41]([NH:43][CH2:44][CH2:45][O:46][C:47]1[C:56]([C:57]2[CH:61]=[CH:60][O:59][CH:58]=2)=[CH:55][CH:54]=[C:53]([CH2:62][S:63]([C:66]2[CH:71]=[CH:70][CH:69]=[CH:68][C:67]=2[O:72][CH3:73])(=[O:65])=[O:64])[C:48]=1[C:49]([O:51]C)=[O:50])=[O:42])([CH3:39])([CH3:38])[CH3:37]>>[C:36]([O:40][C:41]([NH:43][CH2:44][CH2:45][O:46][C:47]1[C:56]([C:57]2[CH:61]=[CH:60][O:59][CH:58]=2)=[CH:55][CH:54]=[C:53]([CH2:62][S:63]([C:66]2[CH:71]=[CH:70][CH:69]=[CH:68][C:67]=2[O:72][CH3:73])(=[O:65])=[O:64])[C:48]=1[C:49]([OH:51])=[O:50])=[O:42])([CH3:39])([CH3:38])[CH3:37]. Procedure details: Prepared by proceeding in a similar manner to Intermediate 6, starting from methyl 2-[2-(t-butoxycarbonyl)aminoethoxy]-3-(furan-3-yl)-6-(2-methoxybenzenesulphonylmethyl)benzoate (Intermediate 14). Reactants: CCOC(C)=O, Cl, [H-], [Na+], CN(C)C=O, O, OC1CN(C(c2ccccc2)c2ccccc2)C1. Product: COC1CN(C(c2ccccc2)c2ccccc2)C1. As a reaction SMILES: [CH3:22][CH2:23][O:24][C:25]([CH3:26])=[O:27].[ClH:1].[H-:20].[Na+:21].[O:29]=[CH:30][N:31]([CH3:32])[CH3:33].[OH2:28].[c:2]1([CH:8]([N:9]2[CH2:10][CH:11]([OH:13])[CH2:12]2)[c:14]2[cH:15][cH:16][cH:17][cH:18][cH:19]2)[cH:3][cH:4][cH:5][cH:6][cH:7]1>>[c:2]1([CH:8]([N:9]2[CH2:10][CH:11]([O:13][CH3:22])[CH2:12]2)[c:14]2[cH:15][cH:16][cH:17][cH:18][cH:19]2)[cH:3][cH:4][cH:5][cH:6][cH:7]1.